describe an organic reaction: reactants, conditions, products, and yield From a dataset of the Open Reaction Database (ORD), a public repository of structured organic reaction records. Starting materials: CC(C)(C)OC(=O)N1CCN(c2nccnc2-c2ccc(CO)cc2)CC1, ClCCl, O=C(O)C(F)(F)F. Product: OCc1ccc(-c2nccnc2N2CCNCC2)cc1. RXN SMILES: [C:1]([O:2][C:3](=[O:4])[N:8]1[CH2:9][CH2:10][N:11]([c:14]2[n:15][cH:16][cH:17][n:18][c:19]2-[c:20]2[cH:21][cH:22][c:23]([CH2:26][OH:27])[cH:24][cH:25]2)[CH2:12][CH2:13]1)([CH3:5])([CH3:6])[CH3:7].[Cl:35][CH2:36][Cl:37].[OH:28][C:29]([C:30]([F:31])([F:32])[F:33])=[O:34]>>[NH:8]1[CH2:9][CH2:10][N:11]([c:14]2[n:15][cH:16][cH:17][n:18][c:19]2-[c:20]2[cH:21][cH:22][c:23]([CH2:26][OH:27])[cH:24][cH:25]2)[CH2:12][CH2:13]1. Starting materials: CCOCC, ClCCl, CC(C)(C)OC(=O)CNS(=O)(=O)c1ccc(N2CCC(NCC(O)c3ccc(O)c(NS(C)(=O)=O)c3)CC2)cc1, O=C(O)C(F)(F)F. Product: CS(=O)(=O)Nc1cc(C(O)CNC2CCN(c3ccc(S(=O)(=O)NCC(=O)O)cc3)CC2)ccc1O. Reaction SMILES: [CH2:51]([O:52][CH2:53][CH3:54])[CH3:55].[Cl:41][CH2:42][Cl:43].[OH:1][CH:2]([CH2:3][NH:4][CH:5]1[CH2:6][CH2:7][N:8]([c:11]2[cH:12][cH:13][c:14]([S:17](=[O:18])(=[O:19])[NH:20][CH2:21][C:22](=[O:23])[O:24][C:25]([CH3:26])([CH3:27])[CH3:28])[cH:15][cH:16]2)[CH2:9][CH2:10]1)[c:29]1[cH:30][c:31]([NH:36][S:37](=[O:38])(=[O:39])[CH3:40])[c:32]([OH:35])[cH:33][cH:34]1.[OH:44][C:45]([C:46]([F:47])([F:48])[F:49])=[O:50]>>[OH:1][CH:2]([CH2:3][NH:4][CH:5]1[CH2:6][CH2:7][N:8]([c:11]2[cH:12][cH:13][c:14]([S:17](=[O:18])(=[O:19])[NH:20][CH2:21][C:22](=[O:23])[OH:24])[cH:15][cH:16]2)[CH2:9][CH2:10]1)[c:29]1[cH:30][c:31]([NH:36][S:37](=[O:38])(=[O:39])[CH3:40])[c:32]([OH:35])[cH:33][cH:34]1. The reactants are CONC1=NC(=NC(=N1)OC)OC (N,4,6-trimethoxy-1,3,5-triazin-2-amine), CS(=O)(=O)C1=C(C=CC=C1)S(=O)(=O)N=C=O (2-methylsulfonylbenzenesulfonyl isocyanate). The solvent is C(Cl)Cl (methylene chloride). Reaction conditions: time 24 hour. Yields the product COC1=NC(=NC(=N1)OC)N(C(=O)NS(=O)(=O)C1=C(C=CC=C1)S(=O)(=O)C)OC (N-[(4,6-dimethoxy-1,3,5-triazin-2-yl)(methoxy)aminocarbonyl]-2-(methylsulfonyl)benzenesulfonamide). As a reaction SMILES: [CH3:1][O:2][NH:3][C:4]1[N:9]=[C:8]([O:10][CH3:11])[N:7]=[C:6]([O:12][CH3:13])[N:5]=1.[CH3:14][S:15]([C:18]1[CH:23]=[CH:22][CH:21]=[CH:20][C:19]=1[S:24]([N:27]=[C:28]=[O:29])(=[O:26])=[O:25])(=[O:17])=[O:16]>C(Cl)Cl>[CH3:11][O:10][C:8]1[N:7]=[C:6]([O:12][CH3:13])[N:5]=[C:4]([N:3]([O:2][CH3:1])[C:28]([NH:27][S:24]([C:19]2[CH:20]=[CH:21][CH:22]=[CH:23][C:18]=2[S:15]([CH3:14])(=[O:17])=[O:16])(=[O:26])=[O:25])=[O:29])[N:9]=1. Procedure: To a stirred suspension of N,4,6-trimethoxy-1,3,5-triazin-2-amine (0.01 mol) in dry methylene chloride (24 ml) is added 2-methylsulfonylbenzenesulfonyl isocyanate (0.014 mol). The mixture is stirred at ambient temperature for 24 hours. The solvent is then evaporated under reduced pressure. The residue is stirred in 1-chlorobutane (50 ml) for 5 hours. The solid is then filtered, washed with ether and dried to yield N-[(4,6-dimethoxy-1,3,5-triazin-2-yl)(methoxy)aminocarbonyl]-2-(methylsulfonyl)ben...